Dataset: the Open Reaction Database (ORD), a public repository of structured organic reaction records. Task: describe an organic reaction: reactants, conditions, products, and yield Reactants: O=C1N(SC2=C1C=CC=C2)C2=CC=C(C=C2)S(=O)(=O)N (4-(3-oxo-3H-benzo[d]isothiazol-2-yl)benzene sulfonamide), C(C=1C(S)=CC=CC1)(=O)OC (methyl thiosalicylate). Run in CO (methanol), O1CCCC1 (tetrahydrofuran). Product: S(N)(=O)(=O)C1=CC=C(C=C1)NC(=O)C1=C(C=CC=C1)SSC1=C(C(=O)OC)C=CC=C1 (2-[2-(4-Sulfamoylphenylcarbamoyl)phenyldisulfanyl]benzoic acid, methyl ester). The yield is 92.7%. RXN SMILES: [O:1]=[C:2]1[C:6]2[CH:7]=[CH:8][CH:9]=[CH:10][C:5]=2[S:4][N:3]1[C:11]1[CH:16]=[CH:15][C:14]([S:17]([NH2:20])(=[O:19])=[O:18])=[CH:13][CH:12]=1.[C:21]([O:30][CH3:31])(=[O:29])[C:22]1[C:23](=[CH:25][CH:26]=[CH:27][CH:28]=1)[SH:24]>CO.O1CCCC1>[S:17]([C:14]1[CH:15]=[CH:16][C:11]([NH:3][C:2]([C:6]2[CH:7]=[CH:8][CH:9]=[CH:10][C:5]=2[S:4][S:24][C:23]2[CH:25]=[CH:26][CH:27]=[CH:28][C:22]=2[C:21]([O:30][CH3:31])=[O:29])=[O:1])=[CH:12][CH:13]=1)(=[O:19])(=[O:18])[NH2:20]. Reported procedure: This compound was prepared according to the method of Example 132 using a suspension of 0.46 g (1.5 mmol) of 4-(3-oxo-3H-benzo[d]isothiazol-2-yl)benzene sulfonamide in a mixture of 15 mL of methanol and 15 mL of tetrahydrofuran, and 0.27 g (1.6 mmol) of methyl thiosalicylate. The product was triturated with ether, filtered, washed with ether and dried in vacuo to give 0.66 g of the title compound, mp 288°-290° C.